Dataset: the Open Reaction Database (ORD), a public repository of structured organic reaction records. Task: describe an organic reaction: reactants, conditions, products, and yield The reactants are CCOC(COc1cc([N+](=O)[O-])ccc1OC)OCC, CO. The product is CCOC(COc1cc(N)ccc1OC)OCC. As a reaction SMILES: [CH2:1]([CH3:2])[O:3][CH:4]([CH2:5][O:6][c:7]1[c:8]([O:16][CH3:17])[cH:9][cH:10][c:11]([N+:13]([O-:14])=[O:15])[cH:12]1)[O:18][CH2:19][CH3:20].[CH3:21][OH:22]>>[CH2:1]([CH3:2])[O:3][CH:4]([CH2:5][O:6][c:7]1[c:8]([O:16][CH3:17])[cH:9][cH:10][c:11]([NH2:13])[cH:12]1)[O:18][CH2:19][CH3:20].